Dataset: the Open Reaction Database (ORD), a public repository of structured organic reaction records. Task: describe an organic reaction: reactants, conditions, products, and yield Starting materials: [H-].[Al+3].[Li+].[H-].[H-].[H-] (Lithium aluminium hydride), CC1=C(N=C(O1)C1=CC=CC=C1)COC1=NC=CC(=C1)C(=O)OC (methyl 2-(5-methyl-2-phenyl-4-oxazolylmethoxy)-4-pyridinecarboxylate), O.O.O.O.O.O.O.O.O.O.S(=O)(=O)([O-])[O-].[Na+].[Na+] (Sodium sulfate decahydrate). Conditions: time 30 minute. Yield: 76.9%. Solvent: O1CCCC1 (tetrahydrofuran). Procedure: Lithium aluminium hydride (228 mg) was added to a solution of methyl 2-(5-methyl-2-phenyl-4-oxazolylmethoxy)-4-pyridinecarboxylate (1.95 g) in tetrahydrofuran (20 ml) at 0° C., which was stirred at room temperature for 30 minutes. Sodium sulfate decahydrate (1.93 g) was added to the reaction mixture, which was stirred at room temperature for 30 minutes. The precipitates were removed by filtration, the filtrate was concentrated. The resulting colorless crystals were collected by filtration to obt... As a reaction SMILES: [H-].[Al+3].[Li+].[H-].[H-].[H-].[CH3:7][C:8]1[O:12][C:11]([C:13]2[CH:18]=[CH:17][CH:16]=[CH:15][CH:14]=2)=[N:10][C:9]=1[CH2:19][O:20][C:21]1[CH:26]=[C:25]([C:27](OC)=[O:28])[CH:24]=[CH:23][N:22]=1.O.O.O.O.O.O.O.O.O.O.S([O-])([O-])(=O)=O.[Na+].[Na+]>O1CCCC1>[CH3:7][C:8]1[O:12][C:11]([C:13]2[CH:18]=[CH:17][CH:16]=[CH:15][CH:14]=2)=[N:10][C:9]=1[CH2:19][O:20][C:21]1[CH:26]=[C:25]([CH2:27][OH:28])[CH:24]=[CH:23][N:22]=1 |f:0.1.2.3.4.5,7.8.9.10.11.12.13.14.15.16.17.18.19|. Product: CC1=C(N=C(O1)C1=CC=CC=C1)COC1=NC=CC(=C1)CO (2-(5-methyl-2-phenyl-4-oxazolylmethoxy)-4-pyridylmethanol). Starting materials: C1(=CC=CC=C1)C(N1CC(C1)(NCC1=CC=CC=C1)CNC(C)C)C1=CC=CC=C1 (1-(diphenylmethyl)-3-{[(1-methylethyl)amino]methyl}-N-(phenylmethyl)azetidin-3-amine), Cl (hydrogen chloride), O1CCOCC1 (dioxane). The reagents and catalysts are [OH-].[Pd+2].[OH-] (palladium hydroxide). Run in CO (methanol), CO (methanol). Run at time 3 hour. Product: Cl.CC(C)NCC1(CNC1)N (3-{[(1-methylethyl)amino]methyl}azetidin-3-amine hydrochloride). Isolated yield 81.0%. Reaction SMILES: C1(C(C2C=CC=CC=2)[N:8]2[CH2:11][C:10]([CH2:20][NH:21][CH:22]([CH3:24])[CH3:23])([NH:12]CC3C=CC=CC=3)[CH2:9]2)C=CC=CC=1.[ClH:31].O1CCOCC1>CO.[OH-].[Pd+2].[OH-]>[ClH:31].[CH3:23][CH:22]([NH:21][CH2:20][C:10]1([NH2:12])[CH2:11][NH:8][CH2:9]1)[CH3:24] |f:4.5.6,7.8|. Reported procedure: To a solution of the 1-(diphenylmethyl)-3-{[(1-methylethyl)amino]methyl}-N-(phenylmethyl)azetidin-3-amine (0.35 g, 0.88 mmol) in methanol was added a solution of hydrogen chloride in dioxane (4 molar solution, 0.96 mL, 4.40 mmol) and the resulting mixture was concentrated to give a white solid which was taken back into methanol. To this solution were added palladium hydroxide (20% on carbon, 0.50 g, 0.19 mmol) and the resulting mixture shaken at 50 psi in a Parr apparatus for 3 h. The reaction m... Procedure: A solution of 11 g of carbofuran in 50 ml of pyridine was added to 14.5 g of benzenesulfenyl chloride and the mixture was allowed to stand overnight at room temperature. The mixture was filtered, 250 ml of dry ether was added to the filtrate and the mixture refiltered. The filtrate was concentrated under reduced pressure. The residue was washed by stirring with 50 ml of water for one hour at room temperature. When the oily product was stirred with 200 ml of hexane, about 80% dissolved. The hexan... The product is CN(C(OC1=CC=CC=2CC(OC21)(C)C)=O)SC2=CC=CC=C2 (2,3-dihydro-2,2-dimethyl-7-benzofuranyl (methyl)(phenylthio)carbamate). RXN SMILES: [CH3:1][C:2]1([CH3:16])[O:10][C:9]2[C:4](=[CH:5][CH:6]=[CH:7][C:8]=2[O:11][C:12]([NH:14][CH3:15])=[O:13])[CH2:3]1.[C:17]1([S:23]Cl)[CH:22]=[CH:21][CH:20]=[CH:19][CH:18]=1>N1C=CC=CC=1>[CH3:15][N:14]([S:23][C:17]1[CH:22]=[CH:21][CH:20]=[CH:19][CH:18]=1)[C:12](=[O:13])[O:11][C:8]1[C:9]2[O:10][C:2]([CH3:16])([CH3:1])[CH2:3][C:4]=2[CH:5]=[CH:6][CH:7]=1. Reaction conditions: time 8 hour. Solvent: N1=CC=CC=C1 (pyridine). Starting materials: CC1(CC2=CC=CC(=C2O1)OC(=O)NC)C (carbofuran), C1(=CC=CC=C1)SCl (benzenesulfenyl chloride). Starting materials: CC(=O)O[BH-](OC(C)=O)OC(C)=O, O=C([O-])O, CC(=O)O, ClC(Cl)Cl, COc1ccc2ncc(=O)n(CCN3CCC(N)CC3)c2c1, [Na+], [Na+], O=Cc1ccc2ccccc2c1. The product is COc1ccc2ncc(=O)n(CCN3CCC(NCc4ccc5ccccc5c4)CC3)c2c1. RXN SMILES: [C:35]([O:36][BH-:37]([O:38][C:39](=[O:40])[CH3:41])[O:42][C:43](=[O:44])[CH3:45])(=[O:46])[CH3:47].[C:49](=[O:50])([O-:51])[OH:52].[CH3:54][C:55](=[O:56])[OH:57].[CH:58]([Cl:59])([Cl:60])[Cl:61].[NH2:1][CH:2]1[CH2:3][CH2:4][N:5]([CH2:8][CH2:9][n:10]2[c:11](=[O:22])[cH:12][n:13][c:14]3[cH:15][cH:16][c:17]([O:20][CH3:21])[cH:18][c:19]23)[CH2:6][CH2:7]1.[Na+:48].[Na+:53].[cH:23]1[c:24]([CH:33]=[O:34])[cH:25][cH:26][c:27]2[cH:28][cH:29][cH:30][cH:31][c:32]12>>[NH:1]([CH:2]1[CH2:3][CH2:4][N:5]([CH2:8][CH2:9][n:10]2[c:11](=[O:22])[cH:12][n:13][c:14]3[cH:15][cH:16][c:17]([O:20][CH3:21])[cH:18][c:19]23)[CH2:6][CH2:7]1)[CH2:33][c:24]1[cH:23][c:32]2[c:27]([cH:26][cH:25]1)[cH:28][cH:29][cH:30][cH:31]2.